This data is from the Open Reaction Database (ORD), a public repository of structured organic reaction records. The task is: describe an organic reaction: reactants, conditions, products, and yield Reactants: C(C)#N (acetonitrile), mixture, CC=1C=CC(=CC1)C(C)C (p-cymene), FC(C(CC(=O)OCC)=O)(F)F (ethyl 4,4,4-trifluoro-3-oxobutanoate). Run in C(C)N(CC)CC.C(=O)O (formic acid-triethylamine). Conditions: temperature 35 celsius, time 15 hour. Yields the product FC(C(CC(=O)OCC)O)(F)F (ethyl 4,4,4-trifluoro-3-hydroxybutanoate). Reaction SMILES: C(#N)C.CC1C=CC(C(C)C)=CC=1.[F:14][C:15]([F:25])([F:24])[C:16](=[O:23])[CH2:17][C:18]([O:20][CH2:21][CH3:22])=[O:19]>C(N(CC)CC)C.C(O)=O>[F:14][C:15]([F:24])([F:25])[CH:16]([OH:23])[CH2:17][C:18]([O:20][CH2:21][CH3:22])=[O:19] |f:3.4|. Procedure: To 10 mL of acetonitrile were added 5 mL of a mixture of formic acid-triethylamine (5:2 in molar ratio), 7 mg of RuCl[(1R,2R)-p-TsNHCH(C6H5)CH(C6H5)NH2] (p-cymene), and 1.0 g of ethyl 4,4,4-trifluoro-3-oxobutanoate, and the whole was stirred at 35° C. for 15 hours, followed by concentration under reduced pressure using an evaporator. To the resulting concentrate were added 10 mL of water and 10 mL of ethyl acetate, and then a saturated sodium carbonate aqueous solution was added thereto under st... Starting materials: C1CCOC1, O=C(Cl)c1cnn(-c2ccc([N+](=O)[O-])cc2)c1C(F)(F)F, CC(C)C(=O)Nc1cccc(C2CCN(CCCCCCN)CC2)c1. The product is CC(C)C(=O)Nc1cccc(C2CCN(CCCCCCNC(=O)c3cnn(-c4ccc([N+](=O)[O-])cc4)c3C(F)(F)F)CC2)c1. Reaction SMILES: [CH2:47]1[O:48][CH2:49][CH2:50][CH2:51]1.[N+:26](=[O:27])([O-:28])[c:29]1[cH:30][cH:31][c:32](-[n:35]2[n:36][cH:37][c:38]([C:44](=[O:45])[Cl:46])[c:39]2[C:40]([F:41])([F:42])[F:43])[cH:33][cH:34]1.[NH2:1][CH2:2][CH2:3][CH2:4][CH2:5][CH2:6][CH2:7][N:8]1[CH2:9][CH2:10][CH:11]([c:14]2[cH:15][c:16]([NH:20][C:21]([CH:22]([CH3:23])[CH3:24])=[O:25])[cH:17][cH:18][cH:19]2)[CH2:12][CH2:13]1>>[NH:1]([CH2:2][CH2:3][CH2:4][CH2:5][CH2:6][CH2:7][N:8]1[CH2:9][CH2:10][CH:11]([c:14]2[cH:15][c:16]([NH:20][C:21]([CH:22]([CH3:23])[CH3:24])=[O:25])[cH:17][cH:18][cH:19]2)[CH2:12][CH2:13]1)[C:44]([c:38]1[cH:37][n:36][n:35](-[c:32]2[cH:31][cH:30][c:29]([N+:26](=[O:27])[O-:28])[cH:34][cH:33]2)[c:39]1[C:40]([F:41])([F:42])[F:43])=[O:45]. Starting materials: BrB(Br)Br, COc1ccc(-c2nn3cnnc3c3cnccc23)cc1, ClC(Cl)Cl, ClCCl, O. The product is Oc1ccc(-c2nn3cnnc3c3cnccc23)cc1. RXN SMILES: [B:4]([Br:5])([Br:6])[Br:7].[CH3:12][O:13][c:14]1[cH:15][cH:16][c:17](-[c:20]2[c:21]3[c:22]([c:23]4[n:24]([n:25]2)[cH:26][n:27][n:28]4)[cH:29][n:30][cH:31][cH:32]3)[cH:18][cH:19]1.[CH:8]([Cl:9])([Cl:10])[Cl:11].[Cl:1][CH2:2][Cl:3].[OH2:33]>>[OH:13][c:14]1[cH:15][cH:16][c:17](-[c:20]2[c:21]3[c:22]([c:23]4[n:24]([n:25]2)[cH:26][n:27][n:28]4)[cH:29][n:30][cH:31][cH:32]3)[cH:18][cH:19]1. Starting materials: CCCOc1ncc(C(C)=O)cc1-c1nc2c(CC)n(C3CN(CC)C3)nc2c(=O)[nH]1, O=C([O-])[O-], CCCCO, [Cs+], [Cs+]. The product is CCCCOc1ncc(C(C)=O)cc1-c1nc2c(CC)n(C3CN(CC)C3)nc2c(=O)[nH]1. As a reaction SMILES: [C:1]([CH3:2])(=[O:3])[c:4]1[cH:5][c:6](-[c:14]2[nH:15][c:16](=[O:31])[c:17]3[c:18]([n:19]2)[c:20]([CH2:29][CH3:30])[n:21]([CH:23]2[CH2:24][N:25]([CH2:27][CH3:28])[CH2:26]2)[n:22]3)[c:7]([O:10][CH2:11][CH2:12][CH3:13])[n:8][cH:9]1.[C:32](=[O:33])([O-:34])[O-:35].[CH2:38]([OH:39])[CH2:40][CH2:41][CH3:42].[Cs+:36].[Cs+:37]>>[C:1]([CH3:2])(=[O:3])[c:4]1[cH:5][c:6](-[c:14]2[nH:15][c:16](=[O:31])[c:17]3[c:18]([n:19]2)[c:20]([CH2:29][CH3:30])[n:21]([CH:23]2[CH2:24][N:25]([CH2:27][CH3:28])[CH2:26]2)[n:22]3)[c:7]([O:10][CH2:11][CH2:12][CH2:13][CH3:32])[n:8][cH:9]1. The reactants are C(C)N1CC(CCC1)CCN1C2=NC(=NC(=C2N=C1OC)N)O[C@H](CCC)C (9-[2-(1-Ethyl-3-piperidinyl)ethyl]-2-{[(1S)-1-methylbutyl]oxy}-8-(methyloxy)-9H-purin-6-amine), C(CCC)OC1=NC(=C2N=C(N(C2=N1)CCCCCCC1CCNCC1)OC)N (2-(butyloxy)-8-(methyloxy)-9-[6-(4-piperidinyl)hexyl]-9H-purin-6-amine), ICC (2-iodoethane). Reaction SMILES: [CH2:1](N1CCCC(CCN2C(OC)=NC3C2=NC(O[C@@H](C)CCC)=NC=3N)C1)[CH3:2].[CH2:29]([O:33][C:34]1[N:42]=[C:41]2[C:37]([N:38]=[C:39]([O:55][CH3:56])[N:40]2[CH2:43][CH2:44][CH2:45][CH2:46][CH2:47][CH2:48][CH:49]2[CH2:54][CH2:53][NH:52][CH2:51][CH2:50]2)=[C:36]([NH2:57])[N:35]=1)[CH2:30][CH2:31][CH3:32].ICC>>[CH2:29]([O:33][C:34]1[N:42]=[C:41]2[C:37]([N:38]=[C:39]([O:55][CH3:56])[N:40]2[CH2:43][CH2:44][CH2:45][CH2:46][CH2:47][CH2:48][CH:49]2[CH2:50][CH2:51][N:52]([CH2:1][CH3:2])[CH2:53][CH2:54]2)=[C:36]([NH2:57])[N:35]=1)[CH2:30][CH2:31][CH3:32]. Reported procedure: Prepared similarly to Intermediate 46 from 2-(butyloxy)-8-(methyloxy)-9-[6-(4-piperidinyl)hexyl]-9H-purin-6-amine and 2-iodoethane. Yields the product C(CCC)OC1=NC(=C2N=C(N(C2=N1)CCCCCCC1CCN(CC1)CC)OC)N (2-(Butyloxy)-9-[6-(1-ethyl-4-piperidinyl)hexyl]-8-(methyloxy)-9H-purin-6-amine). The reactants are CC(C)(C)OC(=O)NC1CCC(CCN2CCN(c3noc4ccccc34)CC2)CC1, CC(C)OC(C)C, ClCCl, Cl, C1COCCO1. Yields the product Cl, NC1CCC(CCN2CCN(c3noc4ccccc34)CC2)CC1. Reaction SMILES: [C:1]([O:2][C:3](=[O:4])[NH:7][CH:8]1[CH2:9][CH2:10][CH:11]([CH2:14][CH2:15][N:16]2[CH2:17][CH2:18][N:19]([c:22]3[n:23][o:24][c:25]4[c:26]3[cH:27][cH:28][cH:29][cH:30]4)[CH2:20][CH2:21]2)[CH2:12][CH2:13]1)([CH3:5])([CH3:6])[CH3:31].[CH:42]([O:43][CH:44]([CH3:45])[CH3:46])([CH3:47])[CH3:48].[Cl:39][CH2:40][Cl:41].[ClH:32].[O:33]1[CH2:34][CH2:35][O:36][CH2:37][CH2:38]1>>[ClH:32].[NH2:7][CH:8]1[CH2:9][CH2:10][CH:11]([CH2:14][CH2:15][N:16]2[CH2:17][CH2:18][N:19]([c:22]3[n:23][o:24][c:25]4[c:26]3[cH:27][cH:28][cH:29][cH:30]4)[CH2:20][CH2:21]2)[CH2:12][CH2:13]1. Starting materials: teflon, CC1(CNC2=CC(=CC=C12)[N+](=O)[O-])C (3,3-dimethyl-6-nitro-2,3-dihydro-1H-indole), C(C)(C)(C)OC(=O)N1CCC(CC1)CBr (4-bromomethyl-piperidine-1-carboxylic acid tert-butyl ester), CC(C)([O-])C.[K+] (potassium tert-butoxide). The solvent is CN(C=O)C (N,N-dimethylformamide). Conditions: temperature 100 celsius, time 15 minute. Yields the product C(C)(C)(C)OC(=O)N1CCC(CC1)CN1CC(C2=CC=C(C=C12)[N+](=O)[O-])(C)C (4-(3,3-Dimethyl-6-nitro-2,3-dihydro-indol-1-ylmethyl)-piperidine-1-carboxylic acid tert-butyl ester). RXN SMILES: [CH3:1][C:2]1([CH3:14])[C:10]2[C:5](=[CH:6][C:7]([N+:11]([O-:13])=[O:12])=[CH:8][CH:9]=2)[NH:4][CH2:3]1.[C:15]([O:19][C:20]([N:22]1[CH2:27][CH2:26][CH:25]([CH2:28]Br)[CH2:24][CH2:23]1)=[O:21])([CH3:18])([CH3:17])[CH3:16].CC(C)([O-])C.[K+]>CN(C)C=O>[C:15]([O:19][C:20]([N:22]1[CH2:27][CH2:26][CH:25]([CH2:28][N:4]2[C:5]3[C:10](=[CH:9][CH:8]=[C:7]([N+:11]([O-:13])=[O:12])[CH:6]=3)[C:2]([CH3:14])([CH3:1])[CH2:3]2)[CH2:24][CH2:23]1)=[O:21])([CH3:18])([CH3:16])[CH3:17] |f:2.3|. Procedure: A process vial with a suspension of 1 g 3,3-dimethyl-6-nitro-2,3-dihydro-1H-indole, 1.59 g 4-bromomethyl-piperidine-1-carboxylic acid tert-butyl ester and 1.17 g potassium tert-butoxide in 10 ml N,N-dimethylformamide was sealed with a teflon septum and placed in the microwave cavity. The reaction mixture was stirred for 15 minutes at 100° C. by microwave-assisted heating (Emrys Optimizer, Personal Chemistry). After removal of the solvent under reduced pressure the residue was purified by flash c... Starting materials: CN1CCCC1=O, CN1Cc2c([nH]c3ccc(Cl)cc23)C(F)C1, C=Cc1ccc(C(F)(F)F)nc1, [K+], [OH-]. Yields the product CN1Cc2c(n(CCc3ccc(C(F)(F)F)nc3)c3ccc(Cl)cc23)C(F)C1. RXN SMILES: [CH3:31][N:32]1[CH2:33][CH2:34][CH2:35][C:36]1=[O:37].[Cl:1][c:2]1[cH:3][c:4]2[c:5]3[c:6]([nH:7][c:8]2[cH:9][cH:10]1)[CH:11]([F:16])[CH2:12][N:13]([CH3:15])[CH2:14]3.[F:17][C:18]([c:19]1[n:20][cH:21][c:22]([CH:25]=[CH2:26])[cH:23][cH:24]1)([F:27])[F:28].[K+:30].[OH-:29]>>[Cl:1][c:2]1[cH:3][c:4]2[c:5]3[c:6]([n:7]([CH2:26][CH2:25][c:22]4[cH:21][n:20][c:19]([C:18]([F:17])([F:27])[F:28])[cH:24][cH:23]4)[c:8]2[cH:9][cH:10]1)[CH:11]([F:16])[CH2:12][N:13]([CH3:15])[CH2:14]3. Starting materials: CC(=O)O, CO, COC(=O)c1cn(-c2ccc(F)cc2)c(-c2ccc(Cl)cc2)cc1=O, [Na+], [OH-]. The product is O=C(O)c1cn(-c2ccc(F)cc2)c(-c2ccc(Cl)cc2)cc1=O. RXN SMILES: [CH3:26][C:27](=[O:28])[OH:29].[CH3:30][OH:31].[Cl:1][c:2]1[cH:3][cH:4][c:5](-[c:8]2[n:9](-[c:19]3[cH:20][cH:21][c:22]([F:25])[cH:23][cH:24]3)[cH:10][c:11]([C:12](=[O:13])[O:14][CH3:15])[c:16](=[O:18])[cH:17]2)[cH:6][cH:7]1.[Na+:33].[OH-:32]>>[Cl:1][c:2]1[cH:3][cH:4][c:5](-[c:8]2[n:9](-[c:19]3[cH:20][cH:21][c:22]([F:25])[cH:23][cH:24]3)[cH:10][c:11]([C:12](=[O:13])[OH:14])[c:16](=[O:18])[cH:17]2)[cH:6][cH:7]1. The reactants are C[Si](C)(C)Cl (trimethylsilyl chloride), ClC=1N=C(C2=C(N1)NC=C2)N2CCC(CC2)CC(=O)OCC (ethyl 2-(1-(2-chloro-7H-pyrrolo[2,3-d]pyrimidin-4-yl)piperidin-4-yl)acetate), NC=1C=C2CCC(NC2=CC1)=O (6-amino-3,4-dihydroquinolin-2(1H)-one), C[Si](C)(C)Cl (trimethylsilyl chloride), C(CCC)O (nBuOH). Conditions: temperature 135 celsius, time 20 hour. Yields the product O=C1NC2=CC=C(C=C2CC1)NC=1N=C(C2=C(N1)NC=C2)N2CCC(CC2)CC(=O)OCCCC (Butyl 2-(1-(2-(2-oxo-1,2,3,4-tetrahydroquinolin-6-ylamino)-7H-pyrrolo[2,3-d]pyrimidin-4-yl)piperidin-4-yl)acetate). As a reaction SMILES: Cl[C:2]1[N:3]=[C:4]([N:11]2[CH2:16][CH2:15][CH:14]([CH2:17][C:18]([O:20][CH2:21][CH3:22])=[O:19])[CH2:13][CH2:12]2)[C:5]2[CH:10]=[CH:9][NH:8][C:6]=2[N:7]=1.[NH2:23][C:24]1[CH:25]=[C:26]2[C:31](=[CH:32][CH:33]=1)[NH:30][C:29](=[O:34])[CH2:28][CH2:27]2.C[Si](Cl)(C)C.[CH2:40](O)[CH2:41]CC>>[O:34]=[C:29]1[CH2:28][CH2:27][C:26]2[C:31](=[CH:32][CH:33]=[C:24]([NH:23][C:2]3[N:3]=[C:4]([N:11]4[CH2:16][CH2:15][CH:14]([CH2:17][C:18]([O:20][CH2:21][CH2:22][CH2:40][CH3:41])=[O:19])[CH2:13][CH2:12]4)[C:5]4[CH:10]=[CH:9][NH:8][C:6]=4[N:7]=3)[CH:25]=2)[NH:30]1. Procedure: A mixture of ethyl 2-(1-(2-chloro-7H-pyrrolo[2,3-d]pyrimidin-4-yl)piperidin-4-yl)acetate (135 mg, 0.419 mmol), 6-amino-3,4-dihydroquinolin-2(1H)-one (97 mg, 0.600 mmol) and trimethylsilyl chloride (0.200 mL, 1.58 mmol) in nBuOH (4 mL) was stirred at 135° C. for 20 h. More trimethylsilyl chloride (0.200 mL, 1.58 mmol) was added. It was stirred at 135° C. for another 20 h. It was concentrated in vacuo. The residue was purified by HPLC to give the titled compound (54 mg). MS 477.3 (M+H); UV 200.0, ...